Dataset: the Open Reaction Database (ORD), a public repository of structured organic reaction records. Task: describe an organic reaction: reactants, conditions, products, and yield Reactants: BrC1=CC=C(C=C1)C1OCCO1 (1-bromo-4-(1,3-dioxolan-2-yl)benzene), C(CCC)[Li] (n-butyllithium), CON(C(CC=1SC=CC1)=O)C (N-methoxy-N-methyl-2-(2-thienyl)acetamide). Solvent: C1CCOC1 (THF). Run at temperature -78 celsius, time 15 minute. The product is O1C(OCC1)C1=CC=C(C=C1)C(CC=1SC=CC1)=O (1-[4-(1,3-Dioxolan-2-yl)phenyl]-2-(2-thienyl)ethanone). RXN SMILES: Br[C:2]1[CH:7]=[CH:6][C:5]([CH:8]2[O:12][CH2:11][CH2:10][O:9]2)=[CH:4][CH:3]=1.C([Li])CCC.CON(C)[C:21](=[O:28])[CH2:22][C:23]1[S:24][CH:25]=[CH:26][CH:27]=1>C1COCC1>[O:9]1[CH2:10][CH2:11][O:12][CH:8]1[C:5]1[CH:6]=[CH:7][C:2]([C:21](=[O:28])[CH2:22][C:23]2[S:24][CH:25]=[CH:26][CH:27]=2)=[CH:3][CH:4]=1. Procedure details: A 25 ml RB flask with a stirring bar was charged with 1-bromo-4-(1,3-dioxolan-2-yl)benzene (243 mg, 1.0 mmol), followed by anhydrous THF (5 mL). The mixture was cooled to −78° C. and n-butyllithium (687 μL of 1.6 M solution in hexanes) was added dropwise over 2 min. After stirring for 15 min. at −78° C., N-methoxy-N-methyl-2-(2-thienyl)acetamide (1-1) (185 mg, 1 mmol) was added in one portion. After another 30 min at −78° C., the mixture was quenched with sat. ammonium chloride (20 mL), extracte... Starting materials: CCOC(=O)c1cn(-c2ccc3c(c2)CCC3)c2nc(Nc3ccc(OCC(O)CN(C)C)cc3)ncc2c1=O, CN, CO. Product: CNC(=O)c1cn(-c2ccc3c(c2)CCC3)c2nc(Nc3ccc(OCC(O)CN(C)C)cc3)ncc2c1=O. RXN SMILES: [CH2:1]([O:2][C:4](=[O:5])[c:6]1[c:7](=[O:40])[c:8]2[c:9]([n:10][c:11]([NH:14][c:15]3[cH:16][cH:17][c:18]([O:21][CH2:22][CH:23]([CH2:24][N:25]([CH3:26])[CH3:27])[OH:28])[cH:19][cH:20]3)[n:12][cH:13]2)[n:29](-[c:31]2[cH:32][c:33]3[c:37]([cH:38][cH:39]2)[CH2:36][CH2:35][CH2:34]3)[cH:30]1)[CH3:3].[CH3:41][NH2:42].[CH3:43][OH:44]>>[C:4](=[O:5])([c:6]1[c:7](=[O:40])[c:8]2[c:9]([n:10][c:11]([NH:14][c:15]3[cH:16][cH:17][c:18]([O:21][CH2:22][CH:23]([CH2:24][N:25]([CH3:26])[CH3:27])[OH:28])[cH:19][cH:20]3)[n:12][cH:13]2)[n:29](-[c:31]2[cH:32][c:33]3[c:37]([cH:38][cH:39]2)[CH2:36][CH2:35][CH2:34]3)[cH:30]1)[NH:42][CH3:41]. Yields the product CC(CN1C(=NC=2C=NC=3C=CC=CC3C21)CCC)(CC2(OCCO2)C)C (1-[2,2-dimethyl-3-(2-methyl-[1,3]dioxolan-2-yl)propyl]-2-propyl-1H-imidazo[4,5-c]quinoline). As a reaction SMILES: [CH3:1][C:2]([CH3:23])([CH2:16][C:17]1([CH3:22])[O:21][CH2:20][CH2:19][O:18]1)[CH2:3][NH:4][C:5]1[C:14]2[C:9](=[CH:10][CH:11]=[CH:12][CH:13]=2)[N:8]=[CH:7][C:6]=1[NH2:15].[C:24](OC)(OC)(OC)[CH2:25][CH2:26][CH3:27]>>[CH3:1][C:2]([CH3:23])([CH2:16][C:17]1([CH3:22])[O:21][CH2:20][CH2:19][O:18]1)[CH2:3][N:4]1[C:5]2[C:14]3[CH:13]=[CH:12][CH:11]=[CH:10][C:9]=3[N:8]=[CH:7][C:6]=2[N:15]=[C:24]1[CH2:25][CH2:26][CH3:27]. Procedure: The general method described in Step 6 of Example 22 was used to cyclize N4-[2,2-dimethyl-3-(2-methyl-[1,3]dioxolan-2-yl)propyl]quinoline-3,4-diamine (9.1 g, 28.9 mmol) by reaction with trimethyl orthobutyrate (4.4 g, 30 mmol) to provide 1-[2,2-dimethyl-3-(2-methyl-[1,3]dioxolan-2-yl)propyl]-2-propyl-1H-imidazo[4,5-c]quinoline (3.10 g) as a solid after chromatography on silica gel (elution with a solution of 7% methanol in dichloromethane that contained about 5 mL of ammonium hydroxide solution ... The reactants are CC(CNC1=C(C=NC2=CC=CC=C12)N)(CC1(OCCO1)C)C (N4-[2,2-dimethyl-3-(2-methyl-[1,3]dioxolan-2-yl)propyl]quinoline-3,4-diamine), C(CCC)(OC)(OC)OC (trimethyl orthobutyrate). The yield is 29.2%. Reactants: C(C)OC=C(C(=O)OCC)C(=O)OCC (diethyl ethoxymethylenemalonate), C1=CC(=C(C=C1CC(=N)N)Cl)Cl (3',4'-dichlorophenylacetamidine). Yields the product title compound, OC1=NC(=NC=C1C(=O)OCC)CC1=CC(=C(C=C1)Cl)Cl (ethyl 4-hydroxy-2-(3',4'-dichlorobenzyl)pyrimidine-5-carboxylate). Isolated yield 37.0%. As a reaction SMILES: C(O[CH:4]=[C:5]([C:11]([O:13]CC)=O)[C:6]([O:8][CH2:9][CH3:10])=[O:7])C.[CH:16]1[C:21]([CH2:22][C:23]([NH2:25])=[NH:24])=[CH:20][C:19]([Cl:26])=[C:18]([Cl:27])[CH:17]=1>>[OH:13][C:11]1[C:5]([C:6]([O:8][CH2:9][CH3:10])=[O:7])=[CH:4][N:24]=[C:23]([CH2:22][C:21]2[CH:16]=[CH:17][C:18]([Cl:27])=[C:19]([Cl:26])[CH:20]=2)[N:25]=1. Reported procedure: The title compound was prepared by (a) of diethyl ethoxymethylenemalonate (6 g, 27 mmol) with 3',4'-dichlorophenylacetamidine (5.5 g, 27 mmol) to afford 37% of ethyl 4-hydroxy-2-(3',4'-dichlorobenzyl)pyrimidine-5-carboxylate in analogy to Example 15, (b) reaction of ethyl 4-hydroxy-2-(3',4'-dichlorobenzyl)pyrimidine-5-carboxylate (2 g, 6 mmol) with POCl3 (14 g, 92 mmol) to afford 62% of ethyl 4-chloro-2-(3',4'-dichlorobenzyl)pyrimidine-5-carboxylate in analogy to Example 7, (c) reaction of ethyl... Reaction conditions: time 27 hour. Procedure: A stirred suspension of 5 g (0.019 mol) of 7-amino-5-phenyl-1,3-dihydro-1-methyl-2H-1,4-benzodiazepin-2-one in 70 ml of methylene chloride is treated at 0° C. with 5.83 g (0.044 mol) of N-chlorosuccinimide. Subsequently, the mixture is stirred at room temperature for 27 hours and diluted with methylene chloride. The organic phase is washed with 2 N sodium carbonate solution, dried and evaporated. The residue is chromatographed on 20 g of silica gel with methylene chloride/ethyl acetate (4:1), th... Reaction SMILES: [NH2:1][C:2]1C=[CH:4][C:5]2[N:11]([CH3:12])[C:10](=[O:13])[CH2:9][N:8]=[C:7]([C:14]3[CH:19]=[CH:18][CH:17]=[CH:16][CH:15]=3)[C:6]=2[CH:20]=1.[Cl:21]N1C(=O)CCC1=O.[CH2:29]([Cl:31])Cl>>[NH2:1][C:2]1[C:29]([Cl:31])=[CH:4][C:5]2[N:11]([CH3:12])[C:10](=[O:13])[CH2:9][N:8]=[C:7]([C:14]3[CH:19]=[CH:18][CH:17]=[CH:16][CH:15]=3)[C:6]=2[C:20]=1[Cl:21]. Yields the product NC=1C(=CC2=C(C(=NCC(N2C)=O)C2=CC=CC=C2)C1Cl)Cl (7-amino-6,8-dichloro-5-phenyl-1,3-dihydro-1-methyl-2H-1,4-benzodiazepin-2-one). Starting materials: NC=1C=CC2=C(C(=NCC(N2C)=O)C2=CC=CC=C2)C1 (7-amino-5-phenyl-1,3-dihydro-1-methyl-2H-1,4-benzodiazepin-2-one), C(Cl)Cl (methylene chloride), C(Cl)Cl (methylene chloride), ClN1C(CCC1=O)=O (N-chlorosuccinimide). Starting materials: N(=C=S)C=1C=C(C=CC1)S(=O)(=O)N (3-isothiocyanatobenzenesulfonamide), FC1=C(N)C=CC(=C1)I (2-fluoro-4-iodoaniline), ( 452 ). Reported procedure: The subject compound was prepared utilizing the procedure described above from 3-isothiocyanatobenzenesulfonamide and 2-fluoro-4-iodoaniline. 1H NMR (400 MHz, DMSO-d6) δ 10.19 (s, 1H), 9.67 (s, 1H), 7.96 (m, 1H), 7.70 (m, 2H), 7.58-7.49 (m, 3H), 7.38 (bs, 3H); (M+H)+ (452). The product is FC1=C(C=CC(=C1)I)NC(NC=1C=C(C=CC1)S(=O)(=O)N)=S (3-(3-(2-fluoro-4-iodophenyl)thioureido)benzenesulfonamide). RXN SMILES: [N:1]([C:4]1[CH:5]=[C:6]([S:10]([NH2:13])(=[O:12])=[O:11])[CH:7]=[CH:8][CH:9]=1)=[C:2]=[S:3].[F:14][C:15]1[CH:21]=[C:20]([I:22])[CH:19]=[CH:18][C:16]=1[NH2:17]>>[F:14][C:15]1[CH:21]=[C:20]([I:22])[CH:19]=[CH:18][C:16]=1[NH:17][C:2](=[S:3])[NH:1][C:4]1[CH:5]=[C:6]([S:10]([NH2:13])(=[O:11])=[O:12])[CH:7]=[CH:8][CH:9]=1. Starting materials: CCOCC, O=C=NC(Cl)(Cl)Cl, ONc1ccc(Cl)c(Cl)c1. Yields the product O=C(NC(Cl)(Cl)Cl)N(O)c1ccc(Cl)c(Cl)c1. RXN SMILES: [CH3:18][CH2:19][O:20][CH2:21][CH3:22].[Cl:1][C:2]([Cl:3])([Cl:4])[N:5]=[C:6]=[O:7].[Cl:8][c:9]1[cH:10][c:11]([NH:16][OH:17])[cH:12][cH:13][c:14]1[Cl:15]>>[Cl:1][C:2]([Cl:3])([Cl:4])[NH:5][C:6](=[O:7])[N:16]([c:11]1[cH:10][c:9]([Cl:8])[c:14]([Cl:15])[cH:13][cH:12]1)[OH:17]. Starting materials: COC(=O)COc1ccc(CC2SC(=O)NC2=O)cc1, Cl, [Na+], [OH-], O. Yields the product O=C(O)COc1ccc(CC2SC(=O)NC2=O)cc1. Reaction SMILES: [C:1](=[O:2])([O:3][CH3:4])[CH2:5][O:6][c:7]1[cH:8][cH:9][c:10]([CH2:11][CH:12]2[C:13](=[O:18])[NH:14][C:15](=[O:17])[S:16]2)[cH:19][cH:20]1.[ClH:23].[Na+:22].[OH-:21].[OH2:24]>>[C:1](=[O:2])([OH:3])[CH2:5][O:6][c:7]1[cH:8][cH:9][c:10]([CH2:11][CH:12]2[C:13](=[O:18])[NH:14][C:15](=[O:17])[S:16]2)[cH:19][cH:20]1.